This data is from the Open Reaction Database (ORD), a public repository of structured organic reaction records. The task is: describe an organic reaction: reactants, conditions, products, and yield Reactants: ClCCCCCBr, CS(C)=O, CCOC(=O)C(CCCC(F)(F)C(F)(F)F)C(=O)OCC, [H-], [Na+], O. Yields the product CCOC(=O)C(CCCCCCl)(CCCC(F)(F)C(F)(F)F)C(=O)OCC. Reaction SMILES: [Br:24][CH2:25][CH2:26][CH2:27][CH2:28][CH2:29][Cl:30].[CH3:31][S:32](=[O:33])[CH3:34].[F:1][C:2]([CH2:3][CH2:4][CH2:5][CH:6]([C:7](=[O:8])[O:9][CH2:10][CH3:11])[C:12](=[O:13])[O:14][CH2:15][CH3:16])([C:17]([F:18])([F:19])[F:20])[F:21].[H-:22].[Na+:23].[OH2:35]>>[F:1][C:2]([CH2:3][CH2:4][CH2:5][C:6]([C:7](=[O:8])[O:9][CH2:10][CH3:11])([C:12](=[O:13])[O:14][CH2:15][CH3:16])[CH2:25][CH2:26][CH2:27][CH2:28][CH2:29][Cl:30])([C:17]([F:18])([F:19])[F:20])[F:21].